From a dataset of the Open Reaction Database (ORD), a public repository of structured organic reaction records. describe an organic reaction: reactants, conditions, products, and yield Starting materials: C(C1=CC=CC=C1)(=O)NC=1C=C(C=CC1Cl)NC(C1=CN=C(C=C1)Cl)=O (N-(3-benzamido-4-chlorophenyl)-6-chloronicotinamide), C(C)(=O)N1CCNCC1 (1-acetylpiperazine). Product: C(C)(=O)N1CCN(CC1)C1=NC=C(C(=O)NC2=CC(=C(C=C2)Cl)NC(C2=CC=CC=C2)=O)C=C1 (6-(4-acetylpiperazin-1-yl)-N-(3-benzamido-4-chlorophenyl)nicotinamide). As a reaction SMILES: [C:1]([NH:9][C:10]1[CH:11]=[C:12]([NH:17][C:18](=[O:26])[C:19]2[CH:24]=[CH:23][C:22](Cl)=[N:21][CH:20]=2)[CH:13]=[CH:14][C:15]=1[Cl:16])(=[O:8])[C:2]1[CH:7]=[CH:6][CH:5]=[CH:4][CH:3]=1.[C:27]([N:30]1[CH2:35][CH2:34][NH:33][CH2:32][CH2:31]1)(=[O:29])[CH3:28]>>[C:27]([N:30]1[CH2:35][CH2:34][N:33]([C:22]2[CH:23]=[CH:24][C:19]([C:18]([NH:17][C:12]3[CH:13]=[CH:14][C:15]([Cl:16])=[C:10]([NH:9][C:1](=[O:8])[C:2]4[CH:7]=[CH:6][CH:5]=[CH:4][CH:3]=4)[CH:11]=3)=[O:26])=[CH:20][N:21]=2)[CH2:32][CH2:31]1)(=[O:29])[CH3:28]. Procedure details: N-(3-benzamido-4-chlorophenyl)-6-chloronicotinamide (0.15 mmol) was used in general procedure 3 with 1-acetylpiperazine (0.77 mmol). The product was purified by RP-HPLC to give 6-(4-acetylpiperazin-1-yl)-N-(3-benzamido-4-chlorophenyl)nicotinamide. MS (Q1) 478.0 (M)+ The reactants are CN(C(CC1=CC(=C(OCC[C@H]2[C@H](C2)C2CCN(CC2)C(=O)OCC2=CC=CC=C2)C=C1F)F)=O)C (benzyl 4-[(1R,2S)-2-(2-{4-[2-(dimethylamino)-2-oxoethyl]-2,5-difluorophenoxy}ethyl)cyclopropyl]piperidine-1-carboxylate). The reagents and catalysts are [Pd] (palladium on carbon). The solvent is CO (methanol). Run at time 2 hour. Yields the product FC1=C(C=C(C(=C1)OCC[C@H]1[C@H](C1)C1CCNCC1)F)CC(=O)N(C)C (2-(2,5-Difluoro-4-{2-[(1S,2R)-2-piperidin-4-ylcyclopropyl]ethoxy}phenyl-)-N,N-dimethylacetamide). Reaction SMILES: [CH3:1][N:2]([CH3:36])[C:3](=[O:35])[CH2:4][C:5]1[C:32]([F:33])=[CH:31][C:8]([O:9][CH2:10][CH2:11][C@@H:12]2[CH2:14][C@@H:13]2[CH:15]2[CH2:20][CH2:19][N:18](C(OCC3C=CC=CC=3)=O)[CH2:17][CH2:16]2)=[C:7]([F:34])[CH:6]=1>CO.[Pd]>[F:33][C:32]1[CH:31]=[C:8]([O:9][CH2:10][CH2:11][C@@H:12]2[CH2:14][C@@H:13]2[CH:15]2[CH2:16][CH2:17][NH:18][CH2:19][CH2:20]2)[C:7]([F:34])=[CH:6][C:5]=1[CH2:4][C:3]([N:2]([CH3:36])[CH3:1])=[O:35]. Procedure details: To a solution of benzyl 4-[(1R,2S)-2-(2-{4-[2-(dimethylamino)-2-oxoethyl]-2,5-difluorophenoxy}ethyl)cyclopropyl]piperidine-1-carboxylate (226 mg, 0.451 mmol) in 2 ml anhydrous methanol at RT was added 10% palladium on carbon (25.0 mg). The reaction mixture was stirred under a hydrogen atmosphere for 2 hours. The slurry was filtered through celite, and the filtrate concentrated to afford the title compound. LC/MS (m/z): 368.4 (M+H)+.